This data is from the Open Reaction Database (ORD), a public repository of structured organic reaction records. The task is: describe an organic reaction: reactants, conditions, products, and yield Reactants: CSC, ClCCl, FB(F)F, C=CCOCC1(c2cccc(C)c2)C(=O)N(c2ccc(C#N)c(C(F)(F)F)c2)C(=O)N1C. The product is Cc1cccc(C2(CO)C(=O)N(c3ccc(C#N)c(C(F)(F)F)c3)C(=O)N2C)c1. Reaction SMILES: [CH3:33][S:34][CH3:35].[Cl:40][CH2:41][Cl:42].[F:36][B:37]([F:38])[F:39].[O:1]=[C:2]1[N:3]([c:21]2[cH:22][c:23]([C:29]([F:30])([F:31])[F:32])[c:24]([C:25]#[N:26])[cH:27][cH:28]2)[C:4](=[O:20])[C:5]([CH2:8][O:9][CH2:10][CH:11]=[CH2:12])([c:13]2[cH:14][c:15]([CH3:19])[cH:16][cH:17][cH:18]2)[N:6]1[CH3:7]>>[O:1]=[C:2]1[N:3]([c:21]2[cH:22][c:23]([C:29]([F:30])([F:31])[F:32])[c:24]([C:25]#[N:26])[cH:27][cH:28]2)[C:4](=[O:20])[C:5]([CH2:8][OH:9])([c:13]2[cH:14][c:15]([CH3:19])[cH:16][cH:17][cH:18]2)[N:6]1[CH3:7]. The reactants are N([C@@H](CC(C)C)C(=O)O)C(=O)OC(C)(C)C (BocLeuOH), N[C@@H](CCCC)C(=O)N (HNleNH2), anhydride, ClC(=O)OCC(C)C (isobutyl chloroformate). Product: N([C@@H](CC(C)C)C(=O)N[C@@H](CCCC)C(=O)N)C(=O)OC(C)(C)C (BocLeu-NleNH2). The yield is 75.0%. As a reaction SMILES: [NH:1]([C:10]([O:12][C:13]([CH3:16])([CH3:15])[CH3:14])=[O:11])[C@H:2]([C:7]([OH:9])=O)[CH2:3][CH:4]([CH3:6])[CH3:5].[NH2:17][C@H:18]([C:23]([NH2:25])=[O:24])[CH2:19][CH2:20][CH2:21][CH3:22].ClC(OCC(C)C)=O>>[NH:1]([C:10]([O:12][C:13]([CH3:16])([CH3:15])[CH3:14])=[O:11])[C@H:2]([C:7]([NH:17][C@H:18]([C:23]([NH2:25])=[O:24])[CH2:19][CH2:20][CH2:21][CH3:22])=[O:9])[CH2:3][CH:4]([CH3:5])[CH3:6]. Reported procedure: Condensation of BocLeuOH (2.0 g.) and HNleNH2 (1.0 g.) by the mixed anhydride method using isobutyl chloroformate gave BocLeu-NleNH2 in 75% yield. De-t-butoxycarbonylation of BocLeu-NleNH2 (1.42 g.) using hydrogen chloride in dioxane gave HLeu-NleNH2 in 88% yield. Condensation of ZGlyOSu (1.91 g.) and HLeu-NleNH2 (0.95 g.) by the activated ester method gave ZGly-Leu-NleNH2 in 79% yield. Debenzyloxycarbonylation of ZGly-Leu-NleNH2 (1.40 g.) by hydrogenation with palladium catalyst gave HGly-Leu-N... Starting materials: NC1=NC=CC(=C1)C=1C(=NN(C1)C1=NNC(C=C1)=O)C1=CC(=CC=C1)F (4-(2-aminopyridin-4-yl)-3-(3-fluorophenyl)-1-(1,6-dihydro-6-oxopyridazin-3-yl)-1H-pyrazole), NC1=NC=CC(=C1)C=1C(=NN(C1)C1=NNC(C=C1)=O)C1=CC=CC=C1 (4-(2-aminopyridin-4-yl)-1-(1,6-dihydro-6-oxopyridazin-3-yl)-3-phenyl-1H-pyrazole). The product is NC1=NC=CC(=C1)C=1C(=NN(C1)C1=NNC(CC1)=O)C1=CC(=CC=C1)F (4-(2-Aminopyridin-4-yl)-3-(3-fluorophenyl)-1-(1,4,5,6-tetrahydro-6-oxopyridazin-3-yl)-1H-pyrazole). Isolated yield 68.7%. RXN SMILES: [NH2:1][C:2]1[CH:7]=[C:6]([C:8]2[C:9]([C:20]3[CH:25]=[CH:24][CH:23]=[C:22]([F:26])[CH:21]=3)=[N:10][N:11]([C:13]3[CH:18]=[CH:17][C:16](=[O:19])[NH:15][N:14]=3)[CH:12]=2)[CH:5]=[CH:4][N:3]=1.NC1C=C(C2C(C3C=CC=CC=3)=NN(C3C=CC(=O)NN=3)C=2)C=CN=1>>[NH2:1][C:2]1[CH:7]=[C:6]([C:8]2[C:9]([C:20]3[CH:25]=[CH:24][CH:23]=[C:22]([F:26])[CH:21]=3)=[N:10][N:11]([C:13]3[CH2:18][CH2:17][C:16](=[O:19])[NH:15][N:14]=3)[CH:12]=2)[CH:5]=[CH:4][N:3]=1. Procedure details: The reaction was carried out in the same manner as in Example 49 except for using 300 mg (0.86 mmol) of 4-(2-aminopyridin-4-yl)-3-(3-fluorophenyl)-1-(1,6-dihydro-6-oxopyridazin-3-yl)-1H-pyrazole obtained in Example 22-4) in place of 4-(2-aminopyridin-4-yl)-1-(1,6-dihydro-6-oxopyridazin-3-yl)-3-phenyl-1H-pyrazole to obtain 207 mg of the title compound as a white powder. (Yield: 69%) The solvent is C1=CC=CC=C1 (benzene). Run at time 10 minute. Yields the product ester, C(C)OC(CC1(OCCC2=C1NC1=CC=CC=C21)C)=O (1-methyl-1,3,4,9-tetrahydropyrano[3,4-b]indole-1-acetic acid ethyl ester). Reported procedure: Ethyl acetoacetate (23.4 g., 0.18 moles) is added to a solution of the starting material of formula II, tryptophol (10.0 g., 0.06 moles), in 200 ml. of benzene. After standing for 10 minutes, p-toluenesulfonic acid (1.3 g.) and about 5 g. of hydrated alkali-aluminum silicate (Molecular Sieves No. 4) are added. The mixture is subjected to reflux for thirty minutes, 600 mg. more of p-toluenesulfonic acid is added and refluxing continued for 21/2 hours. The molecular sieves are collected and the be... Reactants: C(CC(=O)C)(=O)OCC (Ethyl acetoacetate), N1C=C(C2=CC=CC=C12)CCS (indole 3-ethanethiol), C=1C=CC2=C(C1)C(=CN2)CCO (tryptophol), C1(=CC=C(C=C1)S(=O)(=O)O)C (p-toluenesulfonic acid), C1(=CC=C(C=C1)S(=O)(=O)O)C (p-toluenesulfonic acid), alkali-aluminum silicate. Reaction SMILES: [C:1]([O:7][CH2:8][CH3:9])(=[O:6])[CH2:2][C:3]([CH3:5])=[O:4].[NH:10]1[C:18]2[C:13](=[CH:14][CH:15]=[CH:16][CH:17]=2)[C:12]([CH2:19][CH2:20]S)=[CH:11]1.C1C=CC2NC=C(CCO)C=2C=1.C1(C)C=CC(S(O)(=O)=O)=CC=1>C1C=CC=CC=1>[CH2:8]([O:7][C:1](=[O:6])[CH2:2][C:3]1([CH3:5])[C:11]2[NH:10][C:18]3[C:13]([C:12]=2[CH2:19][CH2:20][O:4]1)=[CH:14][CH:15]=[CH:16][CH:17]=3)[CH3:9]. Starting materials: BrCCCCCCCC1=C2C(C(=O)NC2=O)=CC=C1 (7-Bromoheptylphthalimide), N1CCOCC1 (morpholine). Solvent: C(C)#N (acetonitrile). The product is N1(CCOCC1)CCCCCCCC1=C2C(C(=O)NC2=O)=CC=C1 (7-morpholinylheptylphthalimide). Reaction SMILES: Br[CH2:2][CH2:3][CH2:4][CH2:5][CH2:6][CH2:7][CH2:8][C:9]1[CH:19]=[CH:18][CH:17]=[C:11]2[C:12]([NH:14][C:15](=[O:16])[C:10]=12)=[O:13].[NH:20]1[CH2:25][CH2:24][O:23][CH2:22][CH2:21]1>C(#N)C>[N:20]1([CH2:2][CH2:3][CH2:4][CH2:5][CH2:6][CH2:7][CH2:8][C:9]2[CH:19]=[CH:18][CH:17]=[C:11]3[C:12]([NH:14][C:15](=[O:16])[C:10]=23)=[O:13])[CH2:25][CH2:24][O:23][CH2:22][CH2:21]1. Procedure details: 7-Bromoheptylphthalimide (489 mg; 2.0 mmoles) and morpholine (0.35 ml; 4.0 mmoles) were dissolved in anhydrous acetonitrile (5 ml). Reaction times and process as per Example 1. Starting materials: CCOC(=O)c1cc2cc(O)ccc2o1, ClCCl, OCCN1CCC(F)(F)CC1, c1ccc(P(c2ccccc2)c2ccccc2)cc1. Yields the product CCOC(=O)c1cc2cc(OCCN3CCC(F)(F)CC3)ccc2o1. Reaction SMILES: [CH2:20]([CH3:21])[O:22][C:23](=[O:24])[c:25]1[o:26][c:27]2[c:28]([cH:29]1)[cH:30][c:31]([OH:34])[cH:32][cH:33]2.[Cl:46][CH2:47][Cl:48].[F:35][C:36]1([F:45])[CH2:37][CH2:38][N:39]([CH2:42][CH2:43][OH:44])[CH2:40][CH2:41]1.[c:1]1([P:2]([c:3]2[cH:4][cH:5][cH:6][cH:7][cH:8]2)[c:9]2[cH:10][cH:11][cH:12][cH:13][cH:14]2)[cH:15][cH:16][cH:17][cH:18][cH:19]1>>[CH2:20]([CH3:21])[O:22][C:23](=[O:24])[c:25]1[o:26][c:27]2[c:28]([cH:29]1)[cH:30][c:31]([O:34][CH2:43][CH2:42][N:39]1[CH2:38][CH2:37][C:36]([F:35])([F:45])[CH2:41][CH2:40]1)[cH:32][cH:33]2. Starting materials: CS(=O)(=O)Oc1ccc(N(Cc2ccc(O)cc2)S(C)(=O)=O)cc1, C[O-], CO, Cl, [Na+], C1CCOC1. The product is CS(=O)(=O)N(Cc1ccc(O)cc1)c1ccc(O)cc1. As a reaction SMILES: [CH3:1][S:2](=[O:3])(=[O:4])[O:5][c:6]1[cH:7][cH:8][c:9]([N:12]([S:13](=[O:14])(=[O:15])[CH3:16])[CH2:17][c:18]2[cH:19][cH:20][c:21]([OH:24])[cH:22][cH:23]2)[cH:10][cH:11]1.[CH3:25][O-:26].[CH3:34][OH:35].[ClH:33].[Na+:27].[O:28]1[CH2:29][CH2:30][CH2:31][CH2:32]1>>[OH:5][c:6]1[cH:7][cH:8][c:9]([N:12]([S:13](=[O:14])(=[O:15])[CH3:16])[CH2:17][c:18]2[cH:19][cH:20][c:21]([OH:24])[cH:22][cH:23]2)[cH:10][cH:11]1.